From a dataset of the Open Reaction Database (ORD), a public repository of structured organic reaction records. describe an organic reaction: reactants, conditions, products, and yield Reactants: formula III, 2-hydroxy-3H-6,7-dihydrocyclobutacyclohepten-3-one, OC1=CC2=C(C=NC=C2)C=CC1=O (6-hydroxy-7H-cyclohepta[c]pyridin-7-one), COC(C=O)=O (oxo-acetic acid methyl ester), 2-hydroxy-3H-6,7,8,9,10,11,12,13-octahydrocycloheptacyclodecen-3-one, OC=1C(C=CC=CC1)=O (2-hydroxy-2,4,6-cycloheptatrien -1-one), OC1=CC(C=CC2=C1C=CC=C2)=O (5-hydroxy-7H-benzocyclohepten -7-one), 1-hydroxy-3H-6,7,8,9,10,11-hexahydrocycloheptacycloocten-3-one. Yields the product C(C)OC(C(=O)OC1=CC2=C(C=NC=C2)C=CC1=O)=O ([(7-oxo-7H-cyclohepta[c]pyridin-6-yl)oxy]oxo-acetic acid ethyl ester). RXN SMILES: [OH:1][C:2]1[C:3](=[O:9])C=CC=CC=1.[OH:10][C:11]1C2C=CC=CC=2C=CC(=O)[CH:12]=1.[OH:23][C:24]1[C:34](=[O:35])[CH:33]=[CH:32][C:27]2[CH:28]=[N:29][CH:30]=[CH:31][C:26]=2[CH:25]=1.COC(=O)C=O>>[CH2:11]([O:10][C:2](=[O:1])[C:3]([O:23][C:24]1[C:34](=[O:35])[CH:33]=[CH:32][C:27]2[CH:28]=[N:29][CH:30]=[CH:31][C:26]=2[CH:25]=1)=[O:9])[CH3:12]. Procedure details: In the same manner using the appropriate compound of formula III and replacing 2-hydroxy-2,4,6-cycloheptatrien -1-one with an equivalent amount of 5-hydroxy-7H-benzocyclohepten -7-one, 6-hydroxy-7H-cyclohepta[c]pyridin-7-one, 2-hydroxy-3H-6,7-dihydrocyclobutacyclohepten-3-one, 1-hydroxy-3H-6,7,8,9,10,11-hexahydrocycloheptacycloocten-3-one, and 2-hydroxy-3H-6,7,8,9,10,11,12,13-octahydrocycloheptacyclodecen-3-one, the following compounds are obtained respectively: [(7H-7-oxobenzocyclohepten -6yl)o...